This data is from the Open Reaction Database (ORD), a public repository of structured organic reaction records. The task is: describe an organic reaction: reactants, conditions, products, and yield The reactants are COc1ccc(N)cc1NC(=O)Nc1cnccn1, O=C1CCC(=O)O1, c1ccncc1. Yields the product COc1ccc(NC(=O)CCC(=O)O)cc1NC(=O)Nc1cnccn1. As a reaction SMILES: [NH2:1][c:2]1[cH:3][cH:4][c:5]([O:18][CH3:19])[c:6]([NH:8][C:9](=[O:10])[NH:11][c:12]2[n:13][cH:14][cH:15][n:16][cH:17]2)[cH:7]1.[O:20]=[C:21]1[CH2:22][CH2:23][C:24](=[O:25])[O:26]1.[cH:27]1[cH:28][cH:29][n:30][cH:31][cH:32]1>>[NH:1]([c:2]1[cH:3][cH:4][c:5]([O:18][CH3:19])[c:6]([NH:8][C:9](=[O:10])[NH:11][c:12]2[n:13][cH:14][cH:15][n:16][cH:17]2)[cH:7]1)[C:24]([CH2:23][CH2:22][C:21](=[O:20])[OH:26])=[O:25].